This data is from the Open Reaction Database (ORD), a public repository of structured organic reaction records. The task is: describe an organic reaction: reactants, conditions, products, and yield The reactants are N1(N=NC2=C1C=CC=C2)O (1H-1,2,3-benzotriazol-1-ol), N1CC(C1)CC=1N(C(NN1)=O)C1=C(C=C(C=C1)C1=CC=C2C=CC=NC2=C1)F (5-(3-azetidinylmethyl)-4-[2-fluoro-4-(7-quinolinyl)phenyl]-2,4-dihydro-3H-1,2,4-triazol-3-one), CC1(CC1)C(=O)O (1-methylcyclopropanecarboxylic acid), Cl.CN(CCCN=C=NCC)C (N-[3-(dimethylamino)propyl]-N′-ethylcarbodiimide hydrochloride), C(C)(C)N(C(C)C)CC (N,N-diisopropylethylamine). The solvent is CN(C=O)C (N,N-dimethylformamide). Conditions: time 1.5 hour. Yields the product FC1=C(C=CC(=C1)C1=CC=C2C=CC=NC2=C1)N1C(NN=C1CC1CN(C1)C(=O)C1(CC1)C)=O (4-[2-fluoro-4-(7-quinolinyl)phenyl]-5-({1-[(1-methylcyclopropyl)carbonyl]-3-azetidinyl}methyl)-2,4-dihydro-3H-1,2,4-triazol-3-one). Yield: 9.2%. Reaction SMILES: [NH:1]1[CH2:4][CH:3]([CH2:5][C:6]2[N:7]([C:12]3[CH:17]=[CH:16][C:15]([C:18]4[CH:27]=[C:26]5[C:21]([CH:22]=[CH:23][CH:24]=[N:25]5)=[CH:20][CH:19]=4)=[CH:14][C:13]=3[F:28])[C:8](=[O:11])[NH:9][N:10]=2)[CH2:2]1.[CH3:29][C:30]1([C:33](O)=[O:34])[CH2:32][CH2:31]1.Cl.CN(C)CCCN=C=NCC.C(N(CC)C(C)C)(C)C.N1(O)C2C=CC=CC=2N=N1>CN(C)C=O>[F:28][C:13]1[CH:14]=[C:15]([C:18]2[CH:27]=[C:26]3[C:21]([CH:22]=[CH:23][CH:24]=[N:25]3)=[CH:20][CH:19]=2)[CH:16]=[CH:17][C:12]=1[N:7]1[C:6]([CH2:5][CH:3]2[CH2:4][N:1]([C:33]([C:30]3([CH3:29])[CH2:32][CH2:31]3)=[O:34])[CH2:2]2)=[N:10][NH:9][C:8]1=[O:11] |f:2.3|. Reported procedure: In a round bottom flask under nitrogen, a solution of 5-(3-azetidinylmethyl)-4-[2-fluoro-4-(7-quinolinyl)phenyl]-2,4-dihydro-3H-1,2,4-triazol-3-one (1.07 mmol) in N,N-dimethylformamide (5 mL) was treated with 1-methylcyclopropanecarboxylic acid (1.285 mmol), N-[3-(dimethylamino)propyl]-N′-ethylcarbodiimide hydrochloride (2.14 mmol), N,N-diisopropylethylamine (3.21 mmol) and then 1H-1,2,3-benzotriazol-1-ol (2.14 mmol). The reaction mixture was stirred at room temperature for 1.5 h and then concen... The reactants are BrCC(=O)OC(C)C (isopropyl bromoacetate), COP1OC(C(O1)C)C (2-methoxy-4,5-dimethyl-1,3,2-dioxaphospholane). Yields the product C(C)(C)OC(=O)CP1(OC(C(O1)C)C)=O (2-isopropoxycarbonylmethyl-4,5-dimethyl-2-oxo-1,3,2-dioxaphospholane). Yield: 94.8%. RXN SMILES: Br[CH2:2][C:3]([O:5][CH:6]([CH3:8])[CH3:7])=[O:4].C[O:10][P:11]1[O:15][CH:14]([CH3:16])[CH:13]([CH3:17])[O:12]1>>[CH:6]([O:5][C:3]([CH2:2][P:11]1(=[O:10])[O:15][CH:14]([CH3:16])[CH:13]([CH3:17])[O:12]1)=[O:4])([CH3:8])[CH3:7]. Reported procedure: Using the procedure of Step A of Example 1, 2.03 g of isopropyl bromoacetate and 1.3 g of 2-methoxy-4,5-dimethyl-1,3,2-dioxaphospholane were reacted to obtain 1.94 g of raw 2-isopropoxycarbonylmethyl-4,5-dimethyl-2-oxo-1,3,2-dioxaphospholane used as is for the next step. Starting materials: CC(=O)Nc1c(Cl)cc(Cl)c(C(=O)O)c1[N+](=O)[O-], CCOC(C)=O, Cl, [K+], [OH-], O. The product is O=C(O)c1c(Cl)cc(Cl)c(O)c1[N+](=O)[O-]. Reaction SMILES: [C:1]([NH:2][c:5]1[c:6]([N+:16](=[O:17])[O-:18])[c:7]([C:8](=[O:9])[OH:10])[c:11]([Cl:15])[cH:12][c:13]1[Cl:14])(=[O:3])[CH3:4].[CH3:23][CH2:24][O:25][C:26](=[O:27])[CH3:28].[ClH:21].[K+:20].[OH-:19].[OH2:22]>>[c:5]1([OH:19])[c:6]([N+:16](=[O:17])[O-:18])[c:7]([C:8](=[O:9])[OH:10])[c:11]([Cl:15])[cH:12][c:13]1[Cl:14]. The reactants are COC=1C=C2CCCC(C2=C(C1)OC)=O (6,8-dimethoxy-1-tetralone), Br (hydrogen bromide), C([O-])(O)=O.[Na+] (sodium bicarbonate). Run in C(C)(=O)O (acetic acid). The product is OC=1C=C2CCCC(C2=C(C1)O)=O (6,8-Dihydroxy-1-tetralone). RXN SMILES: C[O:2][C:3]1[CH:4]=[C:5]2[C:10](=[C:11]([O:13]C)[CH:12]=1)[C:9](=[O:15])[CH2:8][CH2:7][CH2:6]2.Br.C(=O)(O)[O-].[Na+]>C(O)(=O)C>[OH:2][C:3]1[CH:4]=[C:5]2[C:10](=[C:11]([OH:13])[CH:12]=1)[C:9](=[O:15])[CH2:8][CH2:7][CH2:6]2 |f:2.3|. Procedure details: The 6,8-dimethoxy-1-tetralone (3.0 g; 14.0 mmoles) was refluxed overnight with 20 ml of 48% aqueous hydrogen bromide and 20 ml of glacial acetic acid. After cooling to room temperature, the reaction mixture was neutralized with a saturated sodium bicarbonate solution and extracted with ethyl acetate. The combined extracts were dried (brine, magnesium sulfate) and concentrated to afford a red solid which upon trituration with ether gave the desired compound as an off-white solid, 1.77 g (71%); m.... Starting materials: Cc1ccsc1CO, [H-], CI, [Na+], C1CCOC1. Product: COCc1sccc1C. Reaction SMILES: [CH3:3][c:4]1[c:5]([CH2:9][OH:10])[s:6][cH:7][cH:8]1.[H-:1].[I:11][CH3:12].[Na+:2].[O:13]1[CH2:14][CH2:15][CH2:16][CH2:17]1>>[CH3:3][c:4]1[c:5]([CH2:9][O:10][CH3:12])[s:6][cH:7][cH:8]1. Starting materials: C(=O)C1=CC=C(OCC(=O)OCC)C=C1 (Ethyl 2-(4-formylphenoxy)acetate), C(=O)C=1C=C(OCC(=O)O)C=CC1 (2-(3-Formylphenoxy)acetic acid). Yields the product C(=O)C1=CC=C(OCC(=O)O)C=C1 (2-(4-Formylphenoxy)acetic acid). Yield: 57.0%. Reaction SMILES: [CH:1]([C:3]1[CH:15]=[CH:14][C:6]([O:7][CH2:8][C:9]([O:11]CC)=[O:10])=[CH:5][CH:4]=1)=[O:2].C(C1C=C(C=CC=1)OCC(O)=O)=O>>[CH:1]([C:3]1[CH:15]=[CH:14][C:6]([O:7][CH2:8][C:9]([OH:11])=[O:10])=[CH:5][CH:4]=1)=[O:2]. Procedure details: Ethyl 2-(4-formylphenoxy)acetate (52) was treated in an analogous manner to compound 48 to yield the desired product (57%) as a white solid. NMR: δ 4.834 (s, 2H), 7.112 (d, J=7.2 Hz, 2H), 7.866 (d, J=7.6 Hz, 2H), 9.878 (s, 1H), 13.146 (s, 1H). The reactants are O (water), NC1=C(C#N)C=C(C=C1)Cl (2-amino-5-chlorobenzonitrile), CN(C)C1=NC=CC=C1 (dimethylaminopyridine), C(OC)(=O)Cl (methyl chlorocarbonate). Solvent: CN(C(C)=O)C (N,N-dimethylacetamide). Reaction conditions: temperature 90 celsius, time 5 hour. Yields the product ClC1=CC(=C(C=C1)NC(OC)=O)C#N (methyl (4-chloro-2-cyanophenyl)carbamate). As a reaction SMILES: [NH2:1][C:2]1[CH:9]=[CH:8][C:7]([Cl:10])=[CH:6][C:3]=1[C:4]#[N:5].CN(C1C=CC=CN=1)C.[C:20](Cl)(=[O:23])[O:21][CH3:22].O>CN(C)C(=O)C>[Cl:10][C:7]1[CH:8]=[CH:9][C:2]([NH:1][C:20](=[O:23])[O:21][CH3:22])=[C:3]([C:4]#[N:5])[CH:6]=1. Procedure: (Step 1) To a solution of 2-amino-5-chlorobenzonitrile (1.95 g) and dimethylaminopyridine (20.3 mg) in N,N-dimethylacetamide (15 ml) was added dropwise methyl chlorocarbonate (3.5 ml) at room temperature, and the mixture was stirred at 90° C. for 5 hr. The mixture was allowed to cool to room temperature, poured into water, and extracted with ethyl acetate. The organic layer was washed with saturated brine, dried over magnesium sulfate, and filtered. The solvent was evaporated under reduced press...